From a dataset of the Open Reaction Database (ORD), a public repository of structured organic reaction records. describe an organic reaction: reactants, conditions, products, and yield Reactants: [Li]CCCC, [Cl-], ClCCl, Cl, O=C(Cl)c1cc(F)c(F)c(F)c1F, C1CCOC1, O, O=C(O)CC(=O)O, c1ccc(-c2ccccn2)nc1. Yields the product O=C(O)CC(=O)c1cc(F)c(F)c(F)c1F. Reaction SMILES: [CH2:8]([Li:9])[CH2:10][CH2:11][CH3:12].[Cl-:38].[Cl:45][CH2:46][Cl:47].[ClH:39].[F:25][c:26]1[c:27]([C:28]([Cl:29])=[O:30])[cH:31][c:32]([F:37])[c:33]([F:36])[c:34]1[F:35].[O:40]1[CH2:41][CH2:42][CH2:43][CH2:44]1.[OH2:48].[OH:1][C:2](=[O:3])[CH2:4][C:5]([OH:6])=[O:7].[n:13]1[cH:14][cH:15][cH:16][cH:17][c:18]1-[c:19]1[cH:20][cH:21][cH:22][cH:23][n:24]1>>[OH:1][C:2](=[O:3])[CH2:4][C:5](=[O:7])[c:27]1[c:26]([F:25])[c:34]([F:35])[c:33]([F:36])[c:32]([F:37])[cH:31]1. Starting materials: N#Cc1ccccc1N1CCNCC1, C=O, O=CO. Yields the product CN1CCN(c2ccccc2C#N)CC1. As a reaction SMILES: [C:1](#[N:2])[c:3]1[c:4]([N:9]2[CH2:10][CH2:11][NH:12][CH2:13][CH2:14]2)[cH:5][cH:6][cH:7][cH:8]1.[CH2:15]=[O:16].[CH:17]([OH:18])=[O:19]>>[C:1](#[N:2])[c:3]1[c:4]([N:9]2[CH2:10][CH2:11][N:12]([CH3:15])[CH2:13][CH2:14]2)[cH:5][cH:6][cH:7][cH:8]1. Starting materials: C(CCC)(=O)O (butyric acid), NC1=NC=CC(=C1N)C (2,3-diamino-4-picoline), polyphosphoric acid, [NH4+].[OH-] (NH4OH). Run at temperature 100 celsius, time 3 hour. Yields the product CC1=C2C(=NC=C1)N=C(N2)CCC (7-methyl-2-propylimidazo[4,5-b]pyridine). Yield: 87.3%. Reaction SMILES: [C:1](O)(=O)[CH2:2][CH2:3][CH3:4].[NH2:7][C:8]1[C:13]([NH2:14])=[C:12]([CH3:15])[CH:11]=[CH:10][N:9]=1.[NH4+].[OH-]>>[CH3:15][C:12]1[CH:11]=[CH:10][N:9]=[C:8]2[N:7]=[C:1]([CH2:2][CH2:3][CH3:4])[NH:14][C:13]=12 |f:2.3|. Procedure: A mixture of butyric acid (6.57 mL, 71.9 mmol), 2,3-diamino-4-picoline (8.05 g, 65.4 mmol) (Lappin, G. R., Slezak, F. B. J. Am. Chem. Soc. (1950) 72, 7806-7) and polyphosphoric acid (50 g) was heated to 100° C. with stirring for 3 hours. The reaction was monitored by tlc of NH4OH neutralized aliquots. Basification (NH4OH), extraction (CH2Cl2, 4×50 mL), drying (K2CO3), purification (by filtering through 100 g SiO2, EtOAc elution), and concentration gave 10.0 g (95%) of the title compound as an am... The reactants are C1CCOC1, Cc1ccccc1, C=CCc1c(Cl)nc(C)nc1Cl, CS(=O)(=O)c1ccc(N)c(F)c1, [H-], [Na+], O. Product: C=CCc1c(Cl)nc(C)nc1Nc1ccc(S(C)(=O)=O)cc1F. Reaction SMILES: [CH2:34]1[O:35][CH2:36][CH2:37][CH2:38]1.[CH3:3][c:4]1[cH:5][cH:6][cH:7][cH:8][cH:9]1.[Cl:22][c:23]1[n:24][c:25]([CH3:33])[n:26][c:27]([Cl:32])[c:28]1[CH2:29][CH:30]=[CH2:31].[F:10][c:11]1[c:12]([NH2:13])[cH:14][cH:15][c:16]([S:18](=[O:19])(=[O:20])[CH3:21])[cH:17]1.[H-:2].[Na+:1].[OH2:39]>>[F:10][c:11]1[c:12]([NH:13][c:27]2[n:26][c:25]([CH3:33])[n:24][c:23]([Cl:22])[c:28]2[CH2:29][CH:30]=[CH2:31])[cH:14][cH:15][c:16]([S:18](=[O:19])(=[O:20])[CH3:21])[cH:17]1. Reactants: [F-].[K+] (KF), C(=O)(C(F)(F)F)O (TFA), CC1=C(OC2=CC=CC=C2C1=O)NCC1=CC=C(C=C1)CCCCOS(=O)(=O)C1=CC=C(C=C1)C (toluene-4-sulfonic acid 4-{4-[(3-methyl-4-oxo-4H-chromen-2-ylamino)-methyl]-phenyl}-butyl ester), 10u. The solvent is O (water), O (water), C(C)#N (ACN), C(C)#N (acetonitrile). Conditions: temperature 90 celsius, time 30 minute. Product: FCCCCC1=CC=C(CNC=2OC3=CC=CC=C3C(C2C)=O)C=C1 (2-[4-(4-Fluoro-butyl)-benzylamino]-3-methyl-chromen-4-one). Isolated yield 2.0%. As a reaction SMILES: [CH3:1][C:2]1[C:11](=[O:12])[C:10]2[C:5](=[CH:6][CH:7]=[CH:8][CH:9]=2)[O:4][C:3]=1[NH:13][CH2:14][C:15]1[CH:20]=[CH:19][C:18]([CH2:21][CH2:22][CH2:23][CH2:24]OS(C2C=CC(C)=CC=2)(=O)=O)=[CH:17][CH:16]=1.[F-].[K+].C(O)(C(F)(F)[F:41])=O>C(#N)C.O>[F:41][CH2:24][CH2:23][CH2:22][CH2:21][C:18]1[CH:19]=[CH:20][C:15]([CH2:14][NH:13][C:3]2[O:4][C:5]3[C:10]([C:11](=[O:12])[C:2]=2[CH3:1])=[CH:9][CH:8]=[CH:7][CH:6]=3)=[CH:16][CH:17]=1 |f:1.2|. Procedure details: To a solution of toluene-4-sulfonic acid 4-{4-[(3-methyl-4-oxo-4H-chromen-2-ylamino)-methyl]-phenyl}-butyl ester (24 mg, 0.049 mmol) in ACN (1.1 mL) was added K222 (37 mg, 0.098 mmol) followed by KF (6 mg, 0.098 mmol). The reaction stirred in a 90° C. oil bath for 30 minutes under nitrogen atmosphere, monitored by LC-MS. The reaction was then cooled to room temperature and injected directly onto the preparative HPLC coloum chromatography (Luna, 10u, C18, 250×21.2 mm 10 micro, 60% of water in 90%... The reactants are CN(C1CCN(C(=O)OC(C)(C)C)CC1)C1(C2CCN(Cc3ccccc3)C2)CC1, CC(=O)O, Cc1ccccc1. Yields the product CN(C1CCN(C(=O)OC(C)(C)C)CC1)C1(C2CCNC2)CC1. Reaction SMILES: [C:1]([CH3:2])([CH3:3])([CH3:4])[O:5][C:6](=[O:7])[N:8]1[CH2:9][CH2:10][CH:11]([N:14]([CH3:15])[C:16]2([CH:19]3[CH2:20][N:21]([CH2:24][c:25]4[cH:26][cH:27][cH:28][cH:29][cH:30]4)[CH2:22][CH2:23]3)[CH2:17][CH2:18]2)[CH2:12][CH2:13]1.[CH3:31][C:32](=[O:33])[OH:34].[CH3:35][c:36]1[cH:37][cH:38][cH:39][cH:40][cH:41]1>>[C:1]([CH3:2])([CH3:3])([CH3:4])[O:5][C:6](=[O:7])[N:8]1[CH2:9][CH2:10][CH:11]([N:14]([CH3:15])[C:16]2([CH:19]3[CH2:20][NH:21][CH2:22][CH2:23]3)[CH2:17][CH2:18]2)[CH2:12][CH2:13]1.